From a dataset of the Open Reaction Database (ORD), a public repository of structured organic reaction records. describe an organic reaction: reactants, conditions, products, and yield The reactants are BrC=1C(=CC=C2C=C(N=CC12)C(=O)OCC)N1CCN(CC1)C(=O)OC(C)(C)C (ethyl 8-bromo-7-(4-(tert-butoxycarbonyl)piperazin-1-yl)isoquinoline-3-carboxylate), [O-]P(=O)([O-])[O-].[K+].[K+].[K+] (K3PO4), C1(=CC=CC=C1)C (toluene). Reagents/catalysts: C1=CC=C(C=C1)P([C-]2C=CC=C2)C3=CC=CC=C3.C1=CC=C(C=C1)P([C-]2C=CC=C2)C3=CC=CC=C3.Cl[Pd]Cl.[Fe+2] (Pd(dppf)Cl2). Solvent: O (H2O). Run at temperature 95 celsius, time 8 hour. Product: C(C)OC(=O)C=1N=CC2=C(C(=CC=C2C1)N1CCN(CC1)C(=O)OC(C)(C)C)C1CC1 (ethyl-7-(4-(tert-butoxycarbonyl)piperazin-1-yl)-8-cyclopropylisoquinoline-3-carboxylate). Yield: 85.0%. RXN SMILES: Br[C:2]1[C:3]([N:17]2[CH2:22][CH2:21][N:20]([C:23]([O:25][C:26]([CH3:29])([CH3:28])[CH3:27])=[O:24])[CH2:19][CH2:18]2)=[CH:4][CH:5]=[C:6]2[C:11]=1[CH:10]=[N:9][C:8]([C:12]([O:14][CH2:15][CH3:16])=[O:13])=[CH:7]2.[O-]P([O-])([O-])=O.[K+].[K+].[K+].[C:38]1([CH3:44])C=CC=C[CH:39]=1>O.C1C=CC(P(C2C=CC=CC=2)[C-]2C=CC=C2)=CC=1.C1C=CC(P(C2C=CC=CC=2)[C-]2C=CC=C2)=CC=1.Cl[Pd]Cl.[Fe+2]>[CH2:15]([O:14][C:12]([C:8]1[N:9]=[CH:10][C:11]2[C:6]([CH:7]=1)=[CH:5][CH:4]=[C:3]([N:17]1[CH2:18][CH2:19][N:20]([C:23]([O:25][C:26]([CH3:28])([CH3:27])[CH3:29])=[O:24])[CH2:21][CH2:22]1)[C:2]=2[CH:44]1[CH2:38][CH2:39]1)=[O:13])[CH3:16] |f:1.2.3.4,7.8.9.10|. Procedure: A mixture of ethyl 8-bromo-7-(4-(tert-butoxycarbonyl)piperazin-1-yl)isoquinoline-3-carboxylate (464 mg, 1 mmol), C3H4B(OH)2 (860 mg, 10 mmol), Pd(dppf)Cl2 (73 mg, 0.1 mmol) and K3PO4 (636 mg, 3 mmol) in toluene (20 ml) and H2O (2 ml) was stirred at 95° C. overnight. After extraction by EA, the residue was dried with anhydrous Na2SO4, concentrated in vacuo, and purified by silica gel chromatography to afford ethyl-7-(4-(tert-butoxycarbonyl)piperazin-1-yl)-8-cyclopropylisoquinoline-3-carboxylate a...